This data is from the Open Reaction Database (ORD), a public repository of structured organic reaction records. The task is: describe an organic reaction: reactants, conditions, products, and yield Starting materials: P(O)(O)=O (phosphonic acid), aliphatic primary amines, ClCP(O)(=O)CCl (bis(chloromethyl)phosphinic acid), ClCP(O)(=O)CCl (bis (chloromethyl)-phosphinic acid), C(C)(C)(C)N (tert-butylamine), C(C)(C)(C)NCP(O)(=O)CNC(C)(C)C (bis(tert-butylaminomethyl)phosphinic acid). The solvent is O (water). Product: C(C)(C)(C)OP(O)(=O)CNC (tert-butyl-methylaminomethylphosphonic acid). Isolated yield 3.2%. Reaction SMILES: [PH:1](=[O:4])([OH:3])[OH:2].ClCP(CCl)(=O)O.[C:12](N)([CH3:15])([CH3:14])[CH3:13].[C:17]([NH:21][CH2:22]P(CNC(C)(C)C)(=O)O)(C)(C)C>O>[C:12]([O:4][P:1]([CH2:17][NH:21][CH3:22])(=[O:3])[OH:2])([CH3:15])([CH3:14])[CH3:13]. Reported procedure: It must be presumed that, in the reaction mechanism of this surprising reaction, a four-membered ring intermediate is formed, which is hydrolyzed into the phosphonic acid by water, and that consequently the reaction proceeds in accordance with the following scheme: ##STR6## This reaction mechanism also seems to play a minor part in the reaction of aliphatic primary amines with bis(chloromethyl)phosphinic acid, where it occurs as a troublesome secondary reaction. It has been observed by the appli... Yields the product [N+](=O)([O-])C1=CC=C(OCC(=O)OCC)C=C1 (ethyl 2-(4-nitrophenoxy)acetate). Procedure details: Into a 50 mL 3-neck RBF equipped with a magnetic stirrer, reflux condenser, and thermo pocket were sequentially charged 4-nitro phenol (1.00 g), K2CO3 (1.98 g) and DMF (7 mL). The reaction mixture was heated to 70° C. for 15 minutes. Ethyl bromoacetate (1.44 g) was added at 70° C. and the reaction mixture was stirred at the same temperature for 30 minutes. The reaction was monitored on TLC using CHCl3:methanol (9.5:0.5) as mobile phase. After completion of the reaction, the mixture was cooled to... Solvent: O (water), C(Cl)(Cl)Cl.CO (CHCl3 methanol). Starting materials: [N+](=O)([O-])C1=CC=C(C=C1)O (4-nitro phenol), BrCC(=O)OCC (Ethyl bromoacetate), C(=O)([O-])[O-].[K+].[K+] (K2CO3), CN(C)C=O (DMF). Isolated yield 92.7%. As a reaction SMILES: [N+:1]([C:4]1[CH:9]=[CH:8][C:7]([OH:10])=[CH:6][CH:5]=1)([O-:3])=[O:2].C([O-])([O-])=O.[K+].[K+].CN(C=O)C.Br[CH2:23][C:24]([O:26][CH2:27][CH3:28])=[O:25]>O.C(Cl)(Cl)Cl.CO>[N+:1]([C:4]1[CH:9]=[CH:8][C:7]([O:10][CH2:23][C:24]([O:26][CH2:27][CH3:28])=[O:25])=[CH:6][CH:5]=1)([O-:3])=[O:2] |f:1.2.3,7.8|. Conditions: temperature 70 celsius, time 30 minute. Reactants: CCOC(=O)C(C)(C)Oc1cccc(C(=O)NC2CCN(Cc3cc(OCC)c(F)c(OCC)c3)CC2)c1, C1CCOC1, CO, Cl, [Li+], [OH-], O. Product: CCOc1cc(CN2CCC(NC(=O)c3cccc(OC(C)(C)C(=O)O)c3)CC2)cc(OCC)c1F. RXN SMILES: [CH2:1]([CH3:2])[O:3][C:4]([C:5]([CH3:6])([CH3:7])[O:8][c:9]1[cH:10][c:11]([C:15]([NH:16][CH:17]2[CH2:18][CH2:19][N:20]([CH2:23][c:24]3[cH:25][c:26]([O:34][CH2:35][CH3:36])[c:27]([F:33])[c:28]([O:30][CH2:31][CH3:32])[cH:29]3)[CH2:21][CH2:22]2)=[O:37])[cH:12][cH:13][cH:14]1)=[O:38].[CH2:43]1[O:44][CH2:45][CH2:46][CH2:47]1.[CH3:48][OH:49].[ClH:42].[Li+:40].[OH-:39].[OH2:41]>>[O:3]=[C:4]([C:5]([CH3:6])([CH3:7])[O:8][c:9]1[cH:10][c:11]([C:15]([NH:16][CH:17]2[CH2:18][CH2:19][N:20]([CH2:23][c:24]3[cH:25][c:26]([O:34][CH2:35][CH3:36])[c:27]([F:33])[c:28]([O:30][CH2:31][CH3:32])[cH:29]3)[CH2:21][CH2:22]2)=[O:37])[cH:12][cH:13][cH:14]1)[OH:38]. Starting materials: CC#N, Cl, CCOC(=O)CC(c1ccccc1)n1cnc2cc(C(=O)Nc3ccccc3)ccc21. Product: O=C(O)CC(c1ccccc1)n1cnc2cc(C(=O)Nc3ccccc3)ccc21. RXN SMILES: [CH3:32][C:33]#[N:34].[ClH:35].[NH:1]([c:2]1[cH:3][cH:4][cH:5][cH:6][cH:7]1)[C:8](=[O:9])[c:10]1[cH:11][c:12]2[c:13]([n:14]([CH:17]([CH2:18][C:19](=[O:20])[O:21][CH2:22][CH3:23])[c:24]3[cH:25][cH:26][cH:27][cH:28][cH:29]3)[cH:15][n:16]2)[cH:30][cH:31]1>>[NH:1]([c:2]1[cH:3][cH:4][cH:5][cH:6][cH:7]1)[C:8](=[O:9])[c:10]1[cH:11][c:12]2[c:13]([n:14]([CH:17]([CH2:18][C:19](=[O:20])[OH:21])[c:24]3[cH:25][cH:26][cH:27][cH:28][cH:29]3)[cH:15][n:16]2)[cH:30][cH:31]1. The reactants are IC1=CC=C(C=C1)N1C(C=CC=C1)=S (1-(4-iodophenyl)pyridine-2(1H)-thione), CI (CH3I), COC1=CC=C(C=C1)N (p-anisidine). Solvent: CN(C)C=O (DMF), CC#N (CH3CN). Conditions: time 8 hour. Yields the product IC1=CC=C(C=C1)N1\C(\C=CC=C1)=N\C1=CC=C(C=C1)OC ((E)-N-(1-(4-iodophenyl)pyridin-2(1H)-ylidene)-4-methoxybenzenamine). Isolated yield 36.7%. As a reaction SMILES: [I:1][C:2]1[CH:7]=[CH:6][C:5]([N:8]2[CH:13]=[CH:12][CH:11]=[CH:10][C:9]2=S)=[CH:4][CH:3]=1.CI.[CH3:17][O:18][C:19]1[CH:24]=[CH:23][C:22]([NH2:25])=[CH:21][CH:20]=1>CC#N.CN(C=O)C>[I:1][C:2]1[CH:7]=[CH:6][C:5]([N:8]2[CH:13]=[CH:12][CH:11]=[CH:10]/[C:9]/2=[N:25]\[C:22]2[CH:23]=[CH:24][C:19]([O:18][CH3:17])=[CH:20][CH:21]=2)=[CH:4][CH:3]=1. Procedure details: To a solution of 1-(4-iodophenyl)pyridine-2(1H)-thione (192 mg, 0.61 mmol) in CH3CN (5 mL), CH3I (0.40 mL, 6.4 mmol) was added. After being stirred at room temperature overnight, the mixture was concentrated in vacuo to give a solid. The solid was dissolved in DMF (3 mL). To the solution, p-anisidine (317 mg, 2.6 mmol) was added. After being stirred at 100° C. overnight, the mixture was purified by HPLC to give (E)-N-(1-(4-iodophenyl)pyridin-2(1H)-ylidene)-4-methoxybenzenamine (90 mg).